From a dataset of the Open Reaction Database (ORD), a public repository of structured organic reaction records. describe an organic reaction: reactants, conditions, products, and yield Starting materials: FC1(CCC(CC1)C1=CNC(S1)N)F (5-(4,4-difluorocyclohexyl)-2,3-dihydrothiazol-2-amine), COCCBr (2-bromoethyl methyl ether). The product is Br.FC1(CCC(CC1)C1=CN(C(S1)=N)CCOC)F (5-(4,4-difluorocyclohexyl)-3-(2-methoxyethyl)thiazol-2(3H)-imine hydrobromide). Reaction SMILES: [F:1][C:2]1([F:14])[CH2:7][CH2:6][CH:5]([C:8]2[S:12][CH:11]([NH2:13])[NH:10][CH:9]=2)[CH2:4][CH2:3]1.[CH3:15][O:16][CH2:17][CH2:18][Br:19]>>[BrH:19].[F:14][C:2]1([F:1])[CH2:7][CH2:6][CH:5]([C:8]2[S:12][C:11](=[NH:13])[N:10]([CH2:18][CH2:17][O:16][CH3:15])[CH:9]=2)[CH2:4][CH2:3]1 |f:2.3|. Procedure: A mixture of Example 184E and commercially available 2-bromoethyl methyl ether (Aldrich) was processed using the method described in Example 46A to afford the title compound. MS (ESI+) m/z 277 (M+H)+. The reactants are C(C)OC(=O)C1(CC1)C1=CC=C(C=C1)C1=CC=C(C=C1)C1=C(C(=NO1)C)N (1-[4′-(4-amino-3-methyl-isoxazol-5-yl)-biphenyl-4-yl]-cyclopropanecarboxylic acid ethyl ester), BrC1=NC(=CC=C1)OC1CCC1 (2-bromo-6-cyclobutoxy-pyridine). Yields the product C(C)OC(=O)C1(CC1)C1=CC=C(C=C1)C1=CC=C(C=C1)C1=C(C(=NO1)C)NC1=NC(=CC=C1)OC1CCC1 (1-{4′-[4-(6-Cyclobutoxy-pyridin-2-ylamino)-3-methyl-isoxazol-5-yl]-biphenyl-4-yl}-cyclopropanecarboxylic acid ethyl ester). RXN SMILES: [CH2:1]([O:3][C:4]([C:6]1([C:9]2[CH:14]=[CH:13][C:12]([C:15]3[CH:20]=[CH:19][C:18]([C:21]4[O:25][N:24]=[C:23]([CH3:26])[C:22]=4[NH2:27])=[CH:17][CH:16]=3)=[CH:11][CH:10]=2)[CH2:8][CH2:7]1)=[O:5])[CH3:2].Br[C:29]1[CH:34]=[CH:33][CH:32]=[C:31]([O:35][CH:36]2[CH2:39][CH2:38][CH2:37]2)[N:30]=1>>[CH2:1]([O:3][C:4]([C:6]1([C:9]2[CH:10]=[CH:11][C:12]([C:15]3[CH:20]=[CH:19][C:18]([C:21]4[O:25][N:24]=[C:23]([CH3:26])[C:22]=4[NH:27][C:29]4[CH:34]=[CH:33][CH:32]=[C:31]([O:35][CH:36]5[CH2:39][CH2:38][CH2:37]5)[N:30]=4)=[CH:17][CH:16]=3)=[CH:13][CH:14]=2)[CH2:8][CH2:7]1)=[O:5])[CH3:2]. Procedure: Prepared according to the procedure described in Example 134, Step 3, using 1-[4′-(4-amino-3-methyl-isoxazol-5-yl)-biphenyl-4-yl]-cyclopropanecarboxylic acid ethyl ester and 2-bromo-6-cyclobutoxy-pyridine. Reactants: CNC(=O)NS(=O)(=O)c1cccc2c1OS(=O)(=O)C(C)C2, O=C(Cl)Cl, Clc1ccccc1Cl. The product is CC1Cc2cccc(S(=O)(=O)N=C=O)c2OS1(=O)=O. Reaction SMILES: [CH3:1][CH:2]1[S:3](=[O:20])(=[O:21])[O:4][c:5]2[c:6]([cH:8][cH:9][cH:10][c:11]2[S:12](=[O:13])(=[O:14])[NH:15][C:16](=[O:17])[NH:18][CH3:19])[CH2:7]1.[Cl:22][C:23](=[O:24])[Cl:25].[Cl:26][c:27]1[cH:28][cH:29][cH:30][cH:31][c:32]1[Cl:33]>>[CH3:1][CH:2]1[S:3](=[O:20])(=[O:21])[O:4][c:5]2[c:6]([cH:8][cH:9][cH:10][c:11]2[S:12](=[O:13])(=[O:14])[N:15]=[C:16]=[O:17])[CH2:7]1. The reactants are C1(=CC=CC=C1)P(C1=CC=CC=C1)C1=CC=CC=C1 (Triphenylphosphine), CC1=C(C(=O)O)C(=CC(=C1)N1N=NN=C1NCC1=C2C=CNC2=CC=C1)C (2,6-dimethyl-4-[5-[(1H-indol-4-yl)methylamino]tetrazol-1-yl]benzoic acid), ClN1C(CCC1=O)=O (N-chlorosuccinimide), COC(C(N)P(=O)(OC)OC)=O (rac.-2-(dimethoxyphosphinyl)glycine methyl ester), COC(C(NC(=O)OCC1=CC=CC=C1)P(=O)(OC)OC)=O (rac.-N-(benzyloxycarbonyl)-2-(dimethoxyphosphinyl)glycine methyl ester). Run in ClCCl (dichloromethane), ClCCl (dichloromethane). Conditions: temperature 0 celsius, time 15 minute. Yields the product COC(C(NC(C1=C(C=C(C=C1C)N1N=NN=C1NCC1=C2C=CNC2=CC=C1)C)=O)P(=O)(OC)OC)=O (rac.-N-[2,6-dimethyl-4-[5-[(1H-indol-4-yl)methylamino]tetrazol-1-yl]benzoyl]-2-(dimethoxyphosphinyl)glycine methyl ester). As a reaction SMILES: C1(P(C2C=CC=CC=2)C2C=CC=CC=2)C=CC=CC=1.[CH3:20][C:21]1[CH:29]=[C:28]([N:30]2[C:34]([NH:35][CH2:36][C:37]3[CH:45]=[CH:44][CH:43]=[C:42]4[C:38]=3[CH:39]=[CH:40][NH:41]4)=[N:33][N:32]=[N:31]2)[CH:27]=[C:26]([CH3:46])[C:22]=1[C:23]([OH:25])=O.ClN1C(=O)CCC1=O.[CH3:55][O:56][C:57](=[O:66])[CH:58]([P:60]([O:64][CH3:65])([O:62][CH3:63])=[O:61])[NH2:59].COC(=O)C(P(OC)(OC)=O)NC(OCC1C=CC=CC=1)=O>ClCCl>[CH3:55][O:56][C:57](=[O:66])[CH:58]([P:60]([O:62][CH3:63])([O:64][CH3:65])=[O:61])[NH:59][C:23](=[O:25])[C:22]1[C:26]([CH3:46])=[CH:27][C:28]([N:30]2[C:34]([NH:35][CH2:36][C:37]3[CH:45]=[CH:44][CH:43]=[C:42]4[C:38]=3[CH:39]=[CH:40][NH:41]4)=[N:33][N:32]=[N:31]2)=[CH:29][C:21]=1[CH3:20]. Procedure details: Triphenylphosphine (1.31 g, 5 mmol) is added to a suspension of give 2,6-dimethyl-4-[5-[(1H-indol-4-yl)methylamino]tetrazol-1-yl]benzoic acid (Example 329; 1.81 g, 5 mmol) in dichloromethane (25 mL) at 25° C. The mixture is cooled to 0° C. and N-chlorosuccinimide (0.668 g, 5 mmol) is added. After stirring 15 min at 0° C., the mixture is stirred for an additional 15 min at 25° C. and then a solution of rac.-2-(dimethoxyphosphinyl)glycine methyl ester (Example 125) freshly prepared from rac.-N-(be... The product is COC=1C=C2C(=CC1OC)C(=O)C(C2)CC3CCN(CC3)CC=4C=CC=CC4 (Donepezil). Reaction SMILES: [CH3:1][O:2][C:3]1[CH:8]=[C:7]2[CH2:9][CH:10]([CH2:13][CH:14]3[CH2:19][CH2:18][N:17]([CH2:20][C:21]4[CH:26]=[CH:25][CH:24]=[CH:23][CH:22]=4)[CH2:16][CH2:15]3)[C:11](=[O:12])[C:6]2=[CH:5][C:4]=1[O:27][CH3:28].C(O)(C(O)=O)=O>O>[CH3:1][O:2][C:3]1[CH:8]=[C:7]2[CH2:9][CH:10]([CH2:13][CH:14]3[CH2:15][CH2:16][N:17]([CH2:20][C:21]4[CH:22]=[CH:23][CH:24]=[CH:25][CH:26]=4)[CH2:18][CH2:19]3)[C:11](=[O:12])[C:6]2=[CH:5][C:4]=1[O:27][CH3:28] |f:0.1|. Procedure: Donepezil oxalate is dissolved in water and basified. Donepezil base thus obtained, is extracted in a suitable solvent and acidified with aqueous hydrochloric acid. The solvent is evaporated and aqueous acidic solution of Donepezil hydrochloride is lyophilized to obtain Donepezil hydrochloride amorphous form. Starting materials: COC1=C(C=C2C(=C1)CC(C2=O)CC3CCN(CC3)CC4=CC=CC=C4)OC.C(=O)(C(=O)O)O (Donepezil oxalate). Run in O (water). The reactants are [Br-], N#CCCCCBr, CC[Mg+], C1CCOC1, c1cncc(-c2cc3ccccc3[nH]2)c1. Yields the product N#CCCCCc1c(-c2cccnc2)[nH]c2ccccc12. RXN SMILES: [Br-:1].[Br:20][CH2:21][CH2:22][CH2:23][CH2:24][C:25]#[N:26].[CH2:2]([Mg+:3])[CH3:4].[O:27]1[CH2:28][CH2:29][CH2:30][CH2:31]1.[n:5]1[cH:6][c:7](-[c:11]2[nH:12][c:13]3[cH:14][cH:15][cH:16][cH:17][c:18]3[cH:19]2)[cH:8][cH:9][cH:10]1>>[n:5]1[cH:6][c:7](-[c:11]2[nH:12][c:13]3[cH:14][cH:15][cH:16][cH:17][c:18]3[c:19]2[CH2:21][CH2:22][CH2:23][CH2:24][C:25]#[N:26])[cH:8][cH:9][cH:10]1. Starting materials: C(C1=CC=CC=C1)OC=1C=C2C=CN(C2=CC1)S(=O)(=O)C1=CC=CC=C1 (5-(benzyloxy)-1-(phenylsulfonyl)-1H-indole), C(C1=CC=CC=C1)OC=1C=C2C=CN(C2=CC1)S(=O)(=O)C1=CC=CC=C1 (5-(benzyloxy)-1-(phenylsulfonyl)-1H-indole), C1=CCCCC1 (cyclohexene), Cl (HCl). The reagents and catalysts are [Pd] (Pd/C). Solvent: CCO (EtOH). Conditions: temperature 150 celsius. Product: C1(=CC=CC=C1)S(=O)(=O)N1C=CC2=CC(=CC=C12)O (1-(Phenylsulfonyl)-1H-indol-5-ol). As a reaction SMILES: C([O:8][C:9]1[CH:10]=[C:11]2[C:15](=[CH:16][CH:17]=1)[N:14]([S:18]([C:21]1[CH:26]=[CH:25][CH:24]=[CH:23][CH:22]=1)(=[O:20])=[O:19])[CH:13]=[CH:12]2)C1C=CC=CC=1.C1CCCCC=1.Cl>CCO.[Pd]>[C:21]1([S:18]([N:14]2[C:15]3[C:11](=[CH:10][C:9]([OH:8])=[CH:17][CH:16]=3)[CH:12]=[CH:13]2)(=[O:19])=[O:20])[CH:22]=[CH:23][CH:24]=[CH:25][CH:26]=1. Procedure details: To a solution of 5-(benzyloxy)-1-(phenylsulfonyl)-1H-indole (0.50 g, 1.37 mmol; Intermediate 86) in EtOH (3 mL), Pd/C (30 wt %, 0.15 g), cyclohexene (1 mL), and HCl (1 mL) and was added. The reaction mixture was warmed to 150° C. for 1 h using microwave heating. The Pd/C was filtered off and the solvent was removed under reduced pressure. The product (about 95% pure) was used without further purification. Starting materials: CC1CCC2=C1NC(=C2)C(=O)OCC (ethyl 6-methyl-1,4,5,6-tetrahydrocyclopenta[b]pyrrole-2-carboxylate), [OH-].[Li+] (lithium hydroxide), C(C)O (ethanol). Run in C1CCOC1 (THF). Yields the product CC1CCC2=C1NC(=C2)C(=O)O (6-methyl-1,4,5,6-tetrahydrocyclopenta[b]pyrrole-2-carboxylic acid). Yield: 9.9%. RXN SMILES: [CH3:1][CH:2]1[C:6]2[NH:7][C:8]([C:10]([O:12]CC)=[O:11])=[CH:9][C:5]=2[CH2:4][CH2:3]1.[OH-].[Li+].C(O)C>C1COCC1>[CH3:1][CH:2]1[C:6]2[NH:7][C:8]([C:10]([OH:12])=[O:11])=[CH:9][C:5]=2[CH2:4][CH2:3]1 |f:1.2|. Procedure details: The title compound was synthesized from ethyl 6-methyl-1,4,5,6-tetrahydrocyclopenta[b]pyrrole-2-carboxylate (0.0208 g, 0.11 mmol, 1 equiv) and lithium hydroxide (0.12 mL, 1 M aqueous, 0.12 mmol, 1.1 equiv), according to General Procedure 7. A 1:1 mixture of ethanol (EtOH) and THF (2 mL) was used. The resulting product was purified by preparative HPLC using the Chromeleon purification system. A 0.1% formic acid/1% acetonitrile mixture in water (aqueous phase) and methanol (no modifier added—organ... The reactants are C(C)(C)(C)C1=C(C(=CC(=C1)C)C(C)(C)C)O (2,6-di-tert-butyl-4-methylphenol), C(C=1C(C(=O)Cl)=CC=CC1)(=O)Cl (phthaloyl chloride). Run in O1CCCC1 (tetrahydrofuran), CCCCCC (hexane). Run at time 2.5 hour. Yields the product C(C)(C)(C)C1=C(C(=CC(=C1)C)C(C)(C)C)OC(C=1C(C(=O)OC2=C(C=C(C=C2C(C)(C)C)C)C(C)(C)C)=CC=CC1)=O (Bis(2,6-di-tert-butyl-4-methylphenyl)Phthalate). RXN SMILES: [C:1]([C:5]1[CH:10]=[C:9]([CH3:11])[CH:8]=[C:7]([C:12]([CH3:15])([CH3:14])[CH3:13])[C:6]=1[OH:16])([CH3:4])([CH3:3])[CH3:2].[C:17](Cl)(=[O:27])[C:18]1[C:19](=[CH:23][CH:24]=[CH:25][CH:26]=1)[C:20](Cl)=[O:21]>O1CCCC1.CCCCCC>[C:12]([C:7]1[CH:8]=[C:9]([CH3:11])[CH:10]=[C:5]([C:1]([CH3:4])([CH3:3])[CH3:2])[C:6]=1[O:16][C:17](=[O:27])[C:18]1[C:19](=[CH:23][CH:24]=[CH:25][CH:26]=1)[C:20]([O:16][C:6]1[C:7]([C:12]([CH3:13])([CH3:14])[CH3:15])=[CH:8][C:9]([CH3:11])=[CH:10][C:5]=1[C:1]([CH3:4])([CH3:3])[CH3:2])=[O:21])([CH3:15])([CH3:14])[CH3:13]. Procedure details: To a stirred, ice-cold solution of 11.6 g (0.05 mol) 2,6-di-tert-butyl-4-methylphenol in 100 mL dry tetrahydrofuran was added dropwise under argon 25 mL 23M n-butyllithium in hexane. After 2.5 hours, 5.3 g (0.026 mol) fresh phthaloyl chloride was added dropwise and the mixture stirred overnight at room temperature. Product was isolated by extraction, washed with ligroin and recrystallized from acetonitrile to give 4 g nearly pure Compound 6, as white crystals, m.p. 262°-5° C. Starting materials: CCCCCc1ccc(-c2ncc(-c3ccc(O)cc3)cn2)cc1, CCCCCC(=O)O, CN(C)c1ccncc1, C(=NC1CCCCC1)=NC1CCCCC1, ClCCl. Product: CCCCCC(=O)Oc1ccc(-c2cnc(-c3ccc(CCCCC)cc3)nc2)cc1. Reaction SMILES: [CH2:16]([CH2:17][CH2:18][CH2:19][CH3:20])[c:21]1[cH:22][cH:23][c:24](-[c:27]2[n:28][cH:29][c:30](-[c:33]3[cH:34][cH:35][c:36]([OH:39])[cH:37][cH:38]3)[cH:31][n:32]2)[cH:25][cH:26]1.[CH3:40][CH2:41][CH2:42][CH2:43][CH2:44][C:45]([OH:46])=[O:47].[CH3:48][N:49]([CH3:50])[c:51]1[cH:52][cH:53][n:54][cH:55][cH:56]1.[CH:1]1([N:2]=[C:3]=[N:4][CH:5]2[CH2:6][CH2:7][CH2:8][CH2:9][CH2:10]2)[CH2:11][CH2:12][CH2:13][CH2:14][CH2:15]1.[Cl:57][CH2:58][Cl:59]>>[CH2:16]([CH2:17][CH2:18][CH2:19][CH3:20])[c:21]1[cH:22][cH:23][c:24](-[c:27]2[n:28][cH:29][c:30](-[c:33]3[cH:34][cH:35][c:36]([O:39][C:45]([CH2:44][CH2:43][CH2:42][CH2:41][CH3:40])=[O:46])[cH:37][cH:38]3)[cH:31][n:32]2)[cH:25][cH:26]1.